Dataset: the Open Reaction Database (ORD), a public repository of structured organic reaction records. Task: describe an organic reaction: reactants, conditions, products, and yield The reactants are S=C(Cl)Cl, Nc1ccc2nc(Oc3ccccc3)sc2c1, C1COCCO1, O. Yields the product S=C=Nc1ccc2nc(Oc3ccccc3)sc2c1. RXN SMILES: [Cl:1][C:2]([Cl:3])=[S:4].[NH2:6][c:7]1[cH:8][c:9]2[c:10]([n:11][c:12]([O:14][c:15]3[cH:16][cH:17][cH:18][cH:19][cH:20]3)[s:13]2)[cH:21][cH:22]1.[O:23]1[CH2:24][CH2:25][O:26][CH2:27][CH2:28]1.[OH2:5]>>[C:2](=[S:4])=[N:6][c:7]1[cH:8][c:9]2[c:10]([n:11][c:12]([O:14][c:15]3[cH:16][cH:17][cH:18][cH:19][cH:20]3)[s:13]2)[cH:21][cH:22]1.